From a dataset of the Open Reaction Database (ORD), a public repository of structured organic reaction records. describe an organic reaction: reactants, conditions, products, and yield Starting materials: ClC1=CC=C(CC2=C(NC3=CC(=CC=C23)OCC2=NC3=CC=CC=C3C=C2)CC(C(=O)OC)(C)C)C=C1 (Methyl 3-[3-(4-chlorobenzyl)-6-(quinolin-2-ylmethoxy)indol-2-yl]-2,2-dimethylpropanoate), COC(C(CC=1N(C2=CC=C(C=C2C1SC(C)(C)C)OC)CC1=CC=C(C=C1)Cl)(C)C)=O (3-[N-p-Chlorobenzyl-3-(t-butylthio)-5-methoxyindol-2-yl]-2,2-dimethylpropanoic acid methyl ester), [Na] (sodium). Solvent: O (H2O). Product: ClC1=CC=C(CC2=C(NC3=CC(=CC=C23)OCC2=NC3=CC=CC=C3C=C2)CC(C(=O)O)(C)C)C=C1 (3-[3-(4-Chlorobenzyl)-6-(quinolin-2-ylmethoxy)indol-2-yl]-2,2-dimethylpropanoic acid). Reaction SMILES: [Cl:1][C:2]1[CH:37]=[CH:36][C:5]([CH2:6][C:7]2[C:15]3[C:10](=[CH:11][C:12]([O:16][CH2:17][C:18]4[CH:27]=[CH:26][C:25]5[C:20](=[CH:21][CH:22]=[CH:23][CH:24]=5)[N:19]=4)=[CH:13][CH:14]=3)[NH:9][C:8]=2[CH2:28][C:29]([CH3:35])([CH3:34])[C:30]([O:32]C)=[O:31])=[CH:4][CH:3]=1.COC(=O)C(C)(C)CC1N(CC2C=CC(Cl)=CC=2)C2C(C=1SC(C)(C)C)=CC(OC)=CC=2.[Na]>O>[Cl:1][C:2]1[CH:3]=[CH:4][C:5]([CH2:6][C:7]2[C:15]3[C:10](=[CH:11][C:12]([O:16][CH2:17][C:18]4[CH:27]=[CH:26][C:25]5[C:20](=[CH:21][CH:22]=[CH:23][CH:24]=5)[N:19]=4)=[CH:13][CH:14]=3)[NH:9][C:8]=2[CH2:28][C:29]([CH3:34])([CH3:35])[C:30]([OH:32])=[O:31])=[CH:36][CH:37]=1 |^1:69|. Reported procedure: The title compound was prepared using the conditions described in Step B of Example 1, but substituting the ester from Step D for the ester of Example 1, Step A. Anal. C, H, N for sodium salt 11/2 H2O Calc. C 65.75; H 5.33; N 5.11 Found. C 66.08; H 5.31; N 5.08. Starting materials: C(#N)C(C)(C)C=1C=C(C(=O)NC2=CC(=CC=C2)OC=2C=CC=3N(C2)C=C(N3)NC(C(F)(F)F)=O)C=CC1 (3-(1-cyano-1-methylethyl)-N-[3-({2-[(trifluoroacetyl)amino]imidazo[1,2-a]pyridin-6-yl}oxy)phenyl]benzamide), [OH-].[Na+] (sodium hydroxide), O (Water). Run in C(C)O (ethanol). Reaction conditions: temperature 45 celsius, time 12 hour. Product: NC=1N=C2N(C=C(C=C2)OC=2C=C(C=CC2)NC(C2=CC(=CC=C2)C(C)(C)C#N)=O)C1 (N-{3-[(2-aminoimidazo[1,2-a]pyridin-6-yl)oxy]phenyl}-3-(1-cyano-1-methylethyl)benzamide). The yield is 107.9%. Reaction SMILES: [C:1]([C:3]([C:6]1[CH:7]=[C:8]([CH:35]=[CH:36][CH:37]=1)[C:9]([NH:11][C:12]1[CH:17]=[CH:16][CH:15]=[C:14]([O:18][C:19]2[CH:20]=[CH:21][C:22]3[N:23]([CH:25]=[C:26]([NH:28]C(=O)C(F)(F)F)[N:27]=3)[CH:24]=2)[CH:13]=1)=[O:10])([CH3:5])[CH3:4])#[N:2].[OH-].[Na+].O>C(O)C>[NH2:28][C:26]1[N:27]=[C:22]2[CH:21]=[CH:20][C:19]([O:18][C:14]3[CH:13]=[C:12]([NH:11][C:9](=[O:10])[C:8]4[CH:35]=[CH:36][CH:37]=[C:6]([C:3]([C:1]#[N:2])([CH3:5])[CH3:4])[CH:7]=4)[CH:17]=[CH:16][CH:15]=3)=[CH:24][N:23]2[CH:25]=1 |f:1.2|. Reported procedure: To a solution of 3-(1-cyano-1-methylethyl)-N-[3-({2-[(trifluoroacetyl)amino]imidazo[1,2-a]pyridin-6-yl}oxy)phenyl]benzamide (400 mg, 0.788 mmol) produced in Example A3(vii) in ethanol (4.0 mL) was added 1N aqueous sodium hydroxide solution (8.0 mL), and the mixture was stirred at 45° C. for 12 hr. Water (100 mL) was added to the reaction mixture, and the mixture was extracted with ethyl acetate (200 mL). The organic layer was washed with saturated brine (100 mL), and dried over anhydrous sodium ... Reaction SMILES: [Cl:1][C:2]1[CH:37]=[CH:36][C:5]([CH2:6][N:7]2[C:15]3[C:10](=[CH:11][C:12]([O:16][CH2:17][C:18]4[CH:27]=[CH:26][C:25]5[C:20](=[CH:21][CH:22]=[CH:23][CH:24]=5)[N:19]=4)=[CH:13][CH:14]=3)[CH:9]=[C:8]2[CH2:28][C:29]([CH3:35])([CH3:34])[C:30]([O:32]C)=[O:31])=[CH:4][CH:3]=1.[CH:38]1([CH2:43][CH2:44][C:45](Cl)=[O:46])[CH2:42][CH2:41][CH2:40][CH2:39]1>>[Cl:1][C:2]1[CH:3]=[CH:4][C:5]([CH2:6][N:7]2[C:15]3[C:10](=[CH:11][C:12]([O:16][CH2:17][C:18]4[CH:27]=[CH:26][C:25]5[C:20](=[CH:21][CH:22]=[CH:23][CH:24]=5)[N:19]=4)=[CH:13][CH:14]=3)[C:9]([C:45](=[O:46])[CH2:44][CH2:43][CH:38]3[CH2:42][CH2:41][CH2:40][CH2:39]3)=[C:8]2[CH2:28][C:29]([CH3:35])([CH3:34])[C:30]([OH:32])=[O:31])=[CH:36][CH:37]=1. Procedure details: The title compound was prepared according to the conditions described in Step B and Step C of Example 47, from methyl 3-[N-(4-chlorobenzyl)-5-(quinolin-2-ylmethoxy)indol-2-yl]-2,2-dimethylpropanoate (prepared in Step A of Example 47), but using 3-cyclopentylpropanoyl chloride in place of trimethylacetyl chloride in Step B. Reactants: ClC1=CC=C(CN2C(=CC3=CC(=CC=C23)OCC2=NC3=CC=CC=C3C=C2)CC(C(=O)OC)(C)C)C=C1 (Methyl 3-[N-(4-chlorobenzyl)-5-(quinolin-2-ylmethoxy)indol-2-yl]-2,2-dimethylpropanoate), C1(CCCC1)CCC(=O)Cl (3-cyclopentylpropanoyl chloride). Product: ClC1=CC=C(CN2C(=C(C3=CC(=CC=C23)OCC2=NC3=CC=CC=C3C=C2)C(CCC2CCCC2)=O)CC(C(=O)O)(C)C)C=C1 (3-[N-(4-Chlorobenzyl)-3-(3-cyclopentylpropanoyl)-5-(quinolin-2-ylmethoxy)indol-2-yl]-2,2-dimethylpropanoic acid).